From a dataset of the Open Reaction Database (ORD), a public repository of structured organic reaction records. describe an organic reaction: reactants, conditions, products, and yield Starting materials: aqueous solution, C([O-])([O-])=O.[Na+].[Na+] (sodium carbonate), C1(=CC=C2C=CC3=CC=CC4=CC=C1C2=C34)B(O)O (pyrene-1-boronic acid), BrC=1C=C(C=CC1)I (3-bromoiodobenzene). Reagents/catalysts: C=1C=CC(=CC1)[P](C=2C=CC=CC2)(C=3C=CC=CC3)[Pd]([P](C=4C=CC=CC4)(C=5C=CC=CC5)C=6C=CC=CC6)([P](C=7C=CC=CC7)(C=8C=CC=CC8)C=9C=CC=CC9)[P](C=1C=CC=CC1)(C=1C=CC=CC1)C=1C=CC=CC1 (tetrakis(triphenylphosphine)palladium(0)). Run in C1(=CC=CC=C1)C (toluene). Run at temperature 100 celsius. Product: C1(=CC=C2C=CC3=CC=CC4=CC=C1C2=C34)C=3C=C(C=CC3)Br (3-pyrenylbromobenzene). The yield is 78.5%. RXN SMILES: [C:1]1(B(O)O)[C:14]2[C:15]3=[C:16]4[C:11](=[CH:12][CH:13]=2)[CH:10]=[CH:9][CH:8]=[C:7]4[CH:6]=[CH:5][C:4]3=[CH:3][CH:2]=1.[Br:20][C:21]1[CH:22]=[C:23](I)[CH:24]=[CH:25][CH:26]=1.C(=O)([O-])[O-].[Na+].[Na+]>C1C=CC([P]([Pd]([P](C2C=CC=CC=2)(C2C=CC=CC=2)C2C=CC=CC=2)([P](C2C=CC=CC=2)(C2C=CC=CC=2)C2C=CC=CC=2)[P](C2C=CC=CC=2)(C2C=CC=CC=2)C2C=CC=CC=2)(C2C=CC=CC=2)C2C=CC=CC=2)=CC=1.C1(C)C=CC=CC=1>[C:1]1([C:25]2[CH:26]=[C:21]([Br:20])[CH:22]=[CH:23][CH:24]=2)[C:14]2[C:15]3=[C:16]4[C:11](=[CH:12][CH:13]=2)[CH:10]=[CH:9][CH:8]=[C:7]4[CH:6]=[CH:5][C:4]3=[CH:3][CH:2]=1 |f:2.3.4,^1:37,39,58,77|. Procedure details: 4.92 g (20 mmol) of pyrene-1-boronic acid, 5.94 g (21 mmol) of 3-bromoiodobenzene, and 0.46 g (0.4 mmol, 2 mol %) of tetrakis(triphenylphosphine)palladium(0) were loaded into a 300-ml three-necked flask, and air in the container was replaced with argon. Further, 10 ml of toluene and 30 ml (3 eq) of a 2M aqueous solution of sodium carbonate were added to the mixture, and the whole was refluxed under heat in an oil bath at 100° C. for 8 hours. After one night, the resultant was extracted with tolu... The reactants are O=C1CCC(=O)N1Br, O=C(OOC(=O)c1ccccc1)c1ccccc1, ClC(Cl)(Cl)Cl, CCOC(=O)c1ccc(C)cc1Cl. The product is CCOC(=O)c1ccc(CBr)cc1Cl. Reaction SMILES: [Br:14][N:15]1[C:16](=[O:17])[CH2:18][CH2:19][C:20]1=[O:21].[C:22]([O:23][O:24][C:25](=[O:26])[c:27]1[cH:28][cH:29][cH:30][cH:31][cH:32]1)(=[O:33])[c:34]1[cH:35][cH:36][cH:37][cH:38][cH:39]1.[C:40]([Cl:41])([Cl:42])([Cl:43])[Cl:44].[Cl:1][c:2]1[c:3]([C:4](=[O:5])[O:6][CH2:7][CH3:8])[cH:9][cH:10][c:11]([CH3:13])[cH:12]1>>[Cl:1][c:2]1[c:3]([C:4](=[O:5])[O:6][CH2:7][CH3:8])[cH:9][cH:10][c:11]([CH2:13][Br:14])[cH:12]1.